This data is from the Open Reaction Database (ORD), a public repository of structured organic reaction records. The task is: describe an organic reaction: reactants, conditions, products, and yield Reactants: O (water), [OH-].[Na+] (sodium hydroxide), C(C=C)O[C@H](C(=O)OC)CC1=CC=C(C=C1)C1=CC(=CC=C1)N(C(=O)NCCCCCCC)C (methyl (S)-2-allyloxy-3-[3′-(3-heptyl-1-methylureido)biphenyl-4-yl]propanoate), C1CCOC1.CO (THF methanol). Run in C(C)(=O)O (acetic acid), 9/1. Conditions: time 3 hour. Yields the product C(C=C)O[C@H](C(=O)O)CC1=CC=C(C=C1)C1=CC(=CC=C1)N(C(=O)NCCCCCCC)C (2(S)-allyloxy-3-[3′-(3-heptyl-1-methylureido)biphenyl-4-yl]propanoic acid). Yield: 71.5%. Reaction SMILES: [OH-].[Na+].[CH2:3]([O:6][C@@H:7]([CH2:12][C:13]1[CH:18]=[CH:17][C:16]([C:19]2[CH:24]=[CH:23][CH:22]=[C:21]([N:25]([CH3:36])[C:26]([NH:28][CH2:29][CH2:30][CH2:31][CH2:32][CH2:33][CH2:34][CH3:35])=[O:27])[CH:20]=2)=[CH:15][CH:14]=1)[C:8]([O:10]C)=[O:9])[CH:4]=[CH2:5].C1COCC1.CO.O>C(O)(=O)C>[CH2:3]([O:6][C@@H:7]([CH2:12][C:13]1[CH:18]=[CH:17][C:16]([C:19]2[CH:24]=[CH:23][CH:22]=[C:21]([N:25]([CH3:36])[C:26]([NH:28][CH2:29][CH2:30][CH2:31][CH2:32][CH2:33][CH2:34][CH3:35])=[O:27])[CH:20]=2)=[CH:15][CH:14]=1)[C:8]([OH:10])=[O:9])[CH:4]=[CH2:5] |f:0.1,3.4|. Reported procedure: 56 mg (1.4 mmol, 3 eq) of sodium hydroxide are added to a solution of 200 mg (0.47 mmol, 1 eq) of methyl (S)-2-allyloxy-3-[3′-(3-heptyl-1-methylureido)biphenyl-4-yl]propanoate in 2 ml of 9/1 THF/methanol. The reaction mixture is stirred at ambient temperature for 3 hours. The reaction is halted by the addition of 2 ml of water and 0.5 ml of acetic acid, and then extraction is carried out with ethyl acetate. The organic phases are combined and dried over sodium sulfate. The solvents are evaporate... The reactants are BrC(C)(C)C=1C=CC2=C(C(C(=CO2)C#N)=O)C1 (6-(1-bromo-1-methylethyl)-4-oxo-4H-1-benzopyran-3-carbonitrile), C(C)(=O)[O-].[Na+] (sodium acetate). Run in CN(C=O)C (dimethylformamide). Product: C(=C)(C)C=1C=CC2=C(C(C(=CO2)C#N)=O)C1 (6-isopropenyl-4-oxo-4H-1-benzopyran-3-carbonitrile). The yield is 74.0%. RXN SMILES: Br[C:2]([C:5]1[CH:6]=[CH:7][C:8]2[O:13][CH:12]=[C:11]([C:14]#[N:15])[C:10](=[O:16])[C:9]=2[CH:17]=1)([CH3:4])[CH3:3].C([O-])(=O)C.[Na+]>CN(C)C=O>[C:2]([C:5]1[CH:6]=[CH:7][C:8]2[O:13][CH:12]=[C:11]([C:14]#[N:15])[C:10](=[O:16])[C:9]=2[CH:17]=1)([CH3:4])=[CH2:3] |f:1.2|. Procedure: A mixture of 6-(1-bromo-1-methylethyl)-4-oxo-4H-1-benzopyran-3-carbonitrile (2.0 g), sodium acetate (575 mg) and dimethylformamide (20 ml) was heated for one hour, which was then concentrated. The concentrate was dissolved in chloroform. The solution was washed with water and dried (sodium sulfate), followed by removing chloroform by evaporation. The residue was subjected to a silica-gel (100 g) column chromatography, eluting with chloroform-acetone-formic acid (20:1:0.1). The initial eluate was...